This data is from the Open Reaction Database (ORD), a public repository of structured organic reaction records. The task is: describe an organic reaction: reactants, conditions, products, and yield The reactants are CC(C)(CC(=O)O)NC(=O)OC(C)(C)C, CNC1CCc2ccccc2NC1=O. The product is CN(C(=O)CC(C)(C)NC(=O)OC(C)(C)C)C1CCc2ccccc2NC1=O. RXN SMILES: [C:1]([CH3:2])([CH3:3])([CH3:4])[O:5][C:6](=[O:7])[NH:8][C:9]([CH2:10][C:11](=[O:12])[OH:13])([CH3:14])[CH3:15].[CH3:16][NH:17][CH:18]1[C:19](=[O:29])[NH:20][c:21]2[c:22]([cH:25][cH:26][cH:27][cH:28]2)[CH2:23][CH2:24]1>>[C:1]([CH3:2])([CH3:3])([CH3:4])[O:5][C:6](=[O:7])[NH:8][C:9]([CH2:10][C:11](=[O:13])[N:17]([CH3:16])[CH:18]1[C:19](=[O:29])[NH:20][c:21]2[c:22]([cH:25][cH:26][cH:27][cH:28]2)[CH2:23][CH2:24]1)([CH3:14])[CH3:15].